From a dataset of the Open Reaction Database (ORD), a public repository of structured organic reaction records. describe an organic reaction: reactants, conditions, products, and yield The reactants are CO, COC(=O)c1ccc2c(c1)S(=O)(=O)NC(=O)N2C, [Na+], [OH-]. The product is CN1C(=O)NS(=O)(=O)c2cc(C(=O)O)ccc21. As a reaction SMILES: [CH3:19][OH:20].[CH3:1][O:2][C:3](=[O:4])[c:5]1[cH:6][c:7]2[c:8]([cH:17][cH:18]1)[N:9]([CH3:16])[C:10](=[O:15])[NH:11][S:12]2(=[O:13])=[O:14].[Na+:22].[OH-:21]>>[O:2]=[C:3]([OH:4])[c:5]1[cH:6][c:7]2[c:8]([cH:17][cH:18]1)[N:9]([CH3:16])[C:10](=[O:15])[NH:11][S:12]2(=[O:13])=[O:14].